describe an organic reaction: reactants, conditions, products, and yield From a dataset of the Open Reaction Database (ORD), a public repository of structured organic reaction records. The reactants are C(C)(=O)C=1C=CC(=C(C1)N=C1SC(C(N1CC1=CC=CC=C1)=O)=C1SC2=C(N1C)C=CC=C2)NCC (2-[5-acetyl-2-(ethylamino)phenylimino]-3-benzyl-5-(3-methyl-3H-benzothiazol-2-yl idene)thiazolidin-4-one), [BH4-].[Na+] (sodium borohydride). Solvent: CO.C1CCOC1 (MeOH THF). Yields the product C(C1=CC=CC=C1)N1C(SC(C1=O)=C1SC2=C(N1C)C=CC=C2)=NC2=C(C=CC(=C2)C(C)O)NCC (3-benzyl-2-[2-ethylamino-5-(1-hydroxyethyl)phenylimino]-5-(3-methyl-3H-benzothiazol-2-ylidene)thiazolidin-4-one). Reaction SMILES: [C:1]([C:4]1[CH:5]=[CH:6][C:7]([NH:34][CH2:35][CH3:36])=[C:8]([N:10]=[C:11]2[N:15]([CH2:16][C:17]3[CH:22]=[CH:21][CH:20]=[CH:19][CH:18]=3)[C:14](=[O:23])[C:13](=[C:24]3[N:28]([CH3:29])[C:27]4[CH:30]=[CH:31][CH:32]=[CH:33][C:26]=4[S:25]3)[S:12]2)[CH:9]=1)(=[O:3])[CH3:2].[BH4-].[Na+]>CO.C1COCC1>[CH2:16]([N:15]1[C:14](=[O:23])[C:13](=[C:24]2[N:28]([CH3:29])[C:27]3[CH:30]=[CH:31][CH:32]=[CH:33][C:26]=3[S:25]2)[S:12][C:11]1=[N:10][C:8]1[CH:9]=[C:4]([CH:1]([OH:3])[CH3:2])[CH:5]=[CH:6][C:7]=1[NH:34][CH2:35][CH3:36])[C:17]1[CH:18]=[CH:19][CH:20]=[CH:21][CH:22]=1 |f:1.2,3.4|. Procedure details: The product of Example 38 was reduced with sodium borohydride in 1:1 MeOH/THF and chromatographed (TEA-washed silica gel, 0–10% MeOH/DCM) to afford the title compound. 1H-NMR (CDCl3): δ 7.47–7.54 (3H, m), 7.28–7.37 (4H, m), 7.17 (1H, m), 6.99–7.06 (3H, m), 6.57 (1H, d), 5.19 (2H, s), 4.80 (1H, q), 3.76 (3H, s), 3.01 (2H, q), 1.48 (3H, d), 1.04 (3H, s); MS(ESI): 517 (MH+).